The task is: describe an organic reaction: reactants, conditions, products, and yield. This data is from the Open Reaction Database (ORD), a public repository of structured organic reaction records. The reactants are C(C1=CC=CC=C1)OC(C(C(=O)OC)C(=O)OC)=C(C)O (dimethyl 2-benzyloxy-3-hydroxy-2-butenedicarboxylate), C[O-].[Na+] (sodium methoxide), Cl.C(=N)N (formamidine hydrochloride). Run in CO (methanol). Reaction conditions: temperature 70 celsius, time 1.5 hour. Product: C(C1=CC=CC=C1)OC=1C(=NC=NC1O)C(=O)OC (methyl 5-benzyloxy-6-hydroxypyrimidine-4-carboxylate). The yield is 41.5%. RXN SMILES: [CH2:1]([O:8][C:9](=[C:19]([OH:21])C)[CH:10](C(OC)=O)[C:11]([O:13][CH3:14])=[O:12])[C:2]1[CH:7]=[CH:6][CH:5]=[CH:4][CH:3]=1.C[O-].[Na+].Cl.[CH:26]([NH2:28])=[NH:27]>CO>[CH2:1]([O:8][C:9]1[C:10]([C:11]([O:13][CH3:14])=[O:12])=[N:27][CH:26]=[N:28][C:19]=1[OH:21])[C:2]1[CH:7]=[CH:6][CH:5]=[CH:4][CH:3]=1 |f:1.2,3.4|. Reported procedure: To a solution of dimethyl 2-benzyloxy-3-hydroxy-2-butenedicarboxylate (3.0 g) in methanol (60 ml) were added sodium methoxide (1.28 g) and formamidine hydrochloride (953 mg) under ice-cooling, and the mixture was stirred at 70° C. for 1.5 hr. The reaction solvent was evaporated under reduced pressure, and water was added to dissolve the residue. 5% Aqueous potassium hydrogen sulfate solution was added, and the precipitated solid was collected by filtration, washed with water and dried to give me... Starting materials: C(C1=CC=CC=C1)NCCC1=CC=C(C=C1)O (N-Benzyltyramine), CC(C)([O-])C.[K+] (potassium t-butoxide), BrCC(=O)OC (methyl bromoacetate). Solvent: CCOCC (ether), C(OC)COC (dimethoxyethane). Reaction conditions: time 8 hour. Yields the product C(C1=CC=CC=C1)NCCC1=CC=C(OCC(=O)OC)C=C1 (methyl 4-[2-(benzylamino)ethyl]phenoxyacetate). The yield is 125.4%. RXN SMILES: [CH2:1]([NH:8][CH2:9][CH2:10][C:11]1[CH:16]=[CH:15][C:14]([OH:17])=[CH:13][CH:12]=1)[C:2]1[CH:7]=[CH:6][CH:5]=[CH:4][CH:3]=1.CC(C)([O-])C.[K+].Br[CH2:25][C:26]([O:28][CH3:29])=[O:27]>C(COC)OC.CCOCC>[CH2:1]([NH:8][CH2:9][CH2:10][C:11]1[CH:12]=[CH:13][C:14]([O:17][CH2:25][C:26]([O:28][CH3:29])=[O:27])=[CH:15][CH:16]=1)[C:2]1[CH:3]=[CH:4][CH:5]=[CH:6][CH:7]=1 |f:1.2|. Procedure: The starting material was obtained as follows: N-Benzyltyramine (9.08 g) was added to a stirred solution of potassium t-butoxide (4.5 g) in dimethoxyethane (80 ml). To the clear solution was added methyl bromoacetate (6.2 g) and the mixture was stirred overnight. The mixture was diluted with ether (250 ml) and washed with water (2×25 ml). The ethereal solution was dried (MgSO4) and evaporated, to give methyl 4-[2-(benzylamino)ethyl]phenoxyacetate (15.0 g) as an oil, which was dissolved in isopro... Reactants: O=C(O)c1ccc2[nH]ccc2c1, ClCCl, CCN=C=NCCCN(C)C, CN(C)c1ccncc1, NCC1CCCC1, Cl. Product: O=C(NCC1CCCC1)c1ccc2[nH]ccc2c1. As a reaction SMILES: [C:8](=[O:9])([OH:10])[c:11]1[cH:12][c:13]2[cH:14][cH:15][nH:16][c:17]2[cH:18][cH:19]1.[CH2:41]([Cl:42])[Cl:43].[CH3:21][N:22]([CH3:23])[CH2:24][CH2:25][CH2:26][N:27]=[C:28]=[N:29][CH2:30][CH3:31].[CH3:32][N:33]([CH3:34])[c:35]1[cH:36][cH:37][n:38][cH:39][cH:40]1.[CH:1]1([CH2:6][NH2:7])[CH2:2][CH2:3][CH2:4][CH2:5]1.[ClH:20]>>[CH:1]1([CH2:6][NH:7][C:8](=[O:9])[c:11]2[cH:12][c:13]3[cH:14][cH:15][nH:16][c:17]3[cH:18][cH:19]2)[CH2:2][CH2:3][CH2:4][CH2:5]1. Starting materials: [F-].C(CCC)[N+](CCCC)(CCCC)CCCC (tetrabutylammonium fluoride), [Cl-].[Na+] (sodium chloride), C(=O)[C@@H]1N(C(OC1)(C)C)C(=O)OC(C)(C)C ((R)-tert-butyl 4-formyl-2,2-dimethyloxazolidine-3-carboxylate), FC1=CC(=CC(=C1)CC[N+](=O)[O-])F (1,3-difluoro-5-(2-nitroethyl)-benzene). Run in O1CCCC1 (tetrahydrofuran), O (water), O1CCCC1 (tetrahydrofuran), C(C)(=O)OCC (ethyl acetate). Conditions: time 30 minute. Product: C(C)(C)(C)OC(=O)N1C(OCC1[C@H]([C@H](CC1=CC(=CC(=C1)F)F)[N+](=O)[O-])O)(C)C (4-[(1R,2S)-3-(3,5-Difluorophenyl)-1-hydroxy-2-nitropropyl]-2,2-dimethyloxazolidine-3-carboxylic acid tert-butyl ester). Isolated yield 43.3%. Reaction SMILES: [CH:1]([C@H:3]1[CH2:7][O:6][C:5]([CH3:9])([CH3:8])[N:4]1[C:10]([O:12][C:13]([CH3:16])([CH3:15])[CH3:14])=[O:11])=[O:2].[F:17][C:18]1[CH:23]=[C:22]([CH2:24][CH2:25][N+:26]([O-:28])=[O:27])[CH:21]=[C:20]([F:29])[CH:19]=1.[F-].C([N+](CCCC)(CCCC)CCCC)CCC.[Cl-].[Na+]>O1CCCC1.C(OCC)(=O)C.O>[C:13]([O:12][C:10]([N:4]1[CH:3]([C@@H:1]([OH:2])[C@@H:25]([N+:26]([O-:28])=[O:27])[CH2:24][C:22]2[CH:23]=[C:18]([F:17])[CH:19]=[C:20]([F:29])[CH:21]=2)[CH2:7][O:6][C:5]1([CH3:9])[CH3:8])=[O:11])([CH3:16])([CH3:15])[CH3:14] |f:2.3,4.5|. Reported procedure: Dissolve (R)-tert-butyl 4-formyl-2,2-dimethyloxazolidine-3-carboxylate (1.60 g, 6.98 mmol) and 1,3-difluoro-5-(2-nitroethyl)-benzene (1.40 g, 7.48 mmol) in dry tetrahydrofuran (14 mL) and add 1 M tetrabutylammonium fluoride (TBAF) in tetrahydrofuran (7.0 ml, 7.0 mmol) in one portion. Stir the resulting mixture for 30 minutes and then dilute with ethyl acetate. Quickly shake the mixture with water and then add a small amount of saturated aqueous sodium chloride. Discard the aqueous phase and wash... Reactants: CC(=O)OC(C)=O, COC(=O)Cc1ccc(Cl)cc1[N+](=O)[O-], CC(=O)O, O. Product: COC(=O)Cc1ccc(Cl)cc1NC(C)=O. As a reaction SMILES: [CH3:16][C:17](=[O:18])[O:19][C:20](=[O:21])[CH3:22].[CH3:1][O:2][C:3]([CH2:4][c:5]1[c:6]([N+:12]([O-:13])=[O:14])[cH:7][c:8]([Cl:11])[cH:9][cH:10]1)=[O:15].[CH3:24][C:25](=[O:26])[OH:27].[OH2:23]>>[CH3:1][O:2][C:3]([CH2:4][c:5]1[c:6]([NH:12][C:17]([CH3:16])=[O:18])[cH:7][c:8]([Cl:11])[cH:9][cH:10]1)=[O:15]. Starting materials: ClC=1N=C(C2=C(N1)C(=C(S2)C=O)C)N2CCOCC2 (2-chloro-7-methyl-4-morpholin-4-yl-thieno[3,2-d]pyrimidine-6-carbaldehyde), CN(C(=O)N1CCNCC1)C (piperazine-1-carboxylic acid dimethylamide). Yields the product CN(C(=O)N1CCN(CC1)CC1=C(C=2N=C(N=C(C2S1)N1CCOCC1)Cl)C)C (4-(2-chloro-7-methyl-4-morpholin-4-yl-thieno[3,2-d]pyrimidin-6-ylmethyl)-piperazine-1-carboxylic acid dimethylamide). RXN SMILES: [Cl:1][C:2]1[N:3]=[C:4]([N:14]2[CH2:19][CH2:18][O:17][CH2:16][CH2:15]2)[C:5]2[S:10][C:9]([CH:11]=O)=[C:8]([CH3:13])[C:6]=2[N:7]=1.[CH3:20][N:21]([CH3:30])[C:22]([N:24]1[CH2:29][CH2:28][NH:27][CH2:26][CH2:25]1)=[O:23]>>[CH3:20][N:21]([CH3:30])[C:22]([N:24]1[CH2:25][CH2:26][N:27]([CH2:11][C:9]2[S:10][C:5]3[C:4]([N:14]4[CH2:19][CH2:18][O:17][CH2:16][CH2:15]4)=[N:3][C:2]([Cl:1])=[N:7][C:6]=3[C:8]=2[CH3:13])[CH2:28][CH2:29]1)=[O:23]. Reported procedure: Reaction between 2-chloro-7-methyl-4-morpholin-4-yl-thieno[3,2-d]pyrimidine-6-carbaldehyde and piperazine-1-carboxylic acid dimethylamide (Example 26) using General Procedure B-3 yielded 4-(2-chloro-7-methyl-4-morpholin-4-yl-thieno[3,2-d]pyrimidin-6-ylmethyl)-piperazine-1-carboxylic acid dimethylamide.